From a dataset of the Open Reaction Database (ORD), a public repository of structured organic reaction records. describe an organic reaction: reactants, conditions, products, and yield Starting materials: C(=C)[Si](CCC)(CCC)CCC (vinyl tripropyl silane), C1(=CC=CC=C1)PC1=CC=CC=C1 (diphenyl phosphine). Product: C(CC)[Si](CCC)(CCC)CCP(C1=CC=CC=C1)C1=CC=CC=C1 (Tripropylsilylethyl Diphenyl Phosphine). RXN SMILES: [CH:1]([Si:3]([CH2:10][CH2:11][CH3:12])([CH2:7][CH2:8][CH3:9])[CH2:4][CH2:5][CH3:6])=[CH2:2].[C:13]1([PH:19][C:20]2[CH:25]=[CH:24][CH:23]=[CH:22][CH:21]=2)[CH:18]=[CH:17][CH:16]=[CH:15][CH:14]=1>>[CH2:10]([Si:3]([CH2:1][CH2:2][P:19]([C:20]1[CH:21]=[CH:22][CH:23]=[CH:24][CH:25]=1)[C:13]1[CH:18]=[CH:17][CH:16]=[CH:15][CH:14]=1)([CH2:7][CH2:8][CH3:9])[CH2:4][CH2:5][CH3:6])[CH2:11][CH3:12]. Procedure: The vinyl tripropyl silane was then reacted with diphenyl phosphine with u.v. initiation for 86 hours in a manner described in the previous example. The conversion was about 95%. The mixture was fractionally distilled to yield the pure product as a clear, colorless, mobile liquid (see Table I). Reaction SMILES: [CH3:1][CH:2]1[NH:11][C:10]2[C:5](=[CH:6][CH:7]=[CH:8][CH:9]=2)[NH:4][C:3]1=[O:12].[CH3:13][C:14]([CH3:18])=[CH:15][CH2:16]Br.C(=O)([O-])[O-].[K+].[K+]>CN(C)C=O.C(OCC)(=O)C>[CH3:1][CH:2]1[N:11]([CH2:16][CH:15]=[C:14]([CH3:18])[CH3:13])[C:10]2[C:5](=[CH:6][CH:7]=[CH:8][CH:9]=2)[NH:4][C:3]1=[O:12] |f:2.3.4|. Procedure details: (3RS)-3-Methyl-3,4-dihydroquinoxalin-2(1H)-one (4.86 g, 0.03 mol) dissolved in 50 ml of N,N-dimethylformamide, was alkylated with 4.2 ml (0.033 mol) of 3-methyl-2-buten-1-yl bromide (90%) in the presence of 4.60 g (0.033 mol) of pulverulent potassium carbonate. The reaction mixture was stirred at room temperature until reaction of the educt was complete. The solvent was then stripped off in vacuo, the residue was taken up in ethyl acetate and water, the phases were separated, the aqueous phase w... Run in C(C)(=O)OCC (ethyl acetate), CN(C=O)C (N,N-dimethylformamide). The yield is 83.9%. Reactants: CC(=CCBr)C (3-methyl-2-buten-1-yl bromide), CC1C(NC2=CC=CC=C2N1)=O ((3RS)-3-Methyl-3,4-dihydroquinoxalin-2(1H)-one), C([O-])([O-])=O.[K+].[K+] (potassium carbonate). Yields the product CC1C(NC2=CC=CC=C2N1CC=C(C)C)=O ((3RS)-3-Methyl-4-N-(3-methyl-2-buten-1-yl)-3,4-dihydroquinoxalin-2(1H)-one). Starting materials: Cc1c(N2CCN(C(=O)C(F)(F)F)CC2)cc(C(=O)F)cc1N(CCN1CCCC1)C(=O)C(F)(F)F, ClCCl, [N-]=[N+]=[N-], [Na+]. Product: Cc1c(N2CCN(C(=O)C(F)(F)F)CC2)cc(C(=O)N=[N+]=[N-])cc1N(CCN1CCCC1)C(=O)C(F)(F)F. Reaction SMILES: [CH3:1][c:2]1[c:3]([N:23]([C:24]([C:25]([F:26])([F:27])[F:28])=[O:29])[CH2:30][CH2:31][N:32]2[CH2:33][CH2:34][CH2:35][CH2:36]2)[cH:4][c:5]([C:6](=[O:7])[F:8])[cH:9][c:10]1[N:11]1[CH2:12][CH2:13][N:14]([C:17]([C:18]([F:19])([F:20])[F:21])=[O:22])[CH2:15][CH2:16]1.[Cl:41][CH2:42][Cl:43].[N-:38]=[N+:39]=[N-:40].[Na+:37]>>[CH3:1][c:2]1[c:3]([N:23]([C:24]([C:25]([F:26])([F:27])[F:28])=[O:29])[CH2:30][CH2:31][N:32]2[CH2:33][CH2:34][CH2:35][CH2:36]2)[cH:4][c:5]([C:6](=[O:7])[N:38]=[N+:39]=[N-:40])[cH:9][c:10]1[N:11]1[CH2:12][CH2:13][N:14]([C:17]([C:18]([F:19])([F:20])[F:21])=[O:22])[CH2:15][CH2:16]1. Starting materials: C([O-])(O)=O.[Na+] (sodium bicarbonate), C(Cl)Cl (methylene chloride), ClC1=CC=C(OC(C(C(CO)(C)C)O)N2N=CN=C2)C=C1 (1-(4-chlorophenoxy)-1-(1,2,4-triazol-1-yl)-3,3-dimethyl-butane-2,4-diol), C(C)(=O)Cl (acetyl chloride). Run at time 1 hour. Yields the product ClC1=CC=C(OC(C(C(COC(C)=O)(C)C)OC(C)=O)N2N=CN=C2)C=C1 (1-(4-chlorophenoxy)-1-(1,2,4-triazol-1-yl)-3,3-dimethyl-2,4-diacetoxy-butane). The yield is 29.0%. Reaction SMILES: [Cl:1][C:2]1[CH:21]=[CH:20][C:5]([O:6][CH:7]([N:15]2[CH:19]=[N:18][CH:17]=[N:16]2)[CH:8]([OH:14])[C:9]([CH3:13])([CH3:12])[CH2:10][OH:11])=[CH:4][CH:3]=1.[C:22](Cl)(=[O:24])[CH3:23].[C:26](=[O:29])(O)[O-].[Na+].[CH2:31](Cl)Cl>>[Cl:1][C:2]1[CH:3]=[CH:4][C:5]([O:6][CH:7]([N:15]2[CH:19]=[N:18][CH:17]=[N:16]2)[CH:8]([O:14][C:26](=[O:29])[CH3:31])[C:9]([CH3:12])([CH3:13])[CH2:10][O:11][C:22](=[O:24])[CH3:23])=[CH:20][CH:21]=1 |f:2.3|. Reported procedure: 46 g (0.123 mol) of 1-(4-chlorophenoxy)-1-(1,2,4-triazol-1-yl)-3,3-dimethyl-butane-2,4-diol were warmed to 50° C. with 16 g (0.205 mol) of acetyl chloride for about 16 hours. Therefore, 500 ml of methylene chloride and then 1,000 ml of saturated sodium bicarbonate solution were added. The mixture was stirred at room temperature for 1 hour and the organic phase was separated off, washed twice with 500 ml of water each time, dried over sodium sulphate and concentrated by distilling off the solvent... Starting materials: C(C=C)N1C(=NC2=CC=CC=C2C1=O)NNC(CCCl)=O (3-allyl-2-[2-(3-chloropropionyl)hydrazino]quinazolin-4(3H)-one), O.C1(=CC=C(C=C1)S(=O)(=O)O)C (p-toluenesulfonic acid hydrate). Run in C(C)O (ethanol). Yields the product C(C=C)N1C=2N(C3=CC=CC=C3C1=O)C(=NN2)CCCl (4-allyl-1-(2-chloroethyl)[1,2,4]triazolo[4,3-a]quinazolin-5(4H)-one). The yield is 52.6%. RXN SMILES: [CH2:1]([N:4]1[C:13](=[O:14])[C:12]2[C:7](=[CH:8][CH:9]=[CH:10][CH:11]=2)[N:6]=[C:5]1[NH:15][NH:16][C:17](=O)[CH2:18][CH2:19][Cl:20])[CH:2]=[CH2:3].O.C1(C)C=CC(S(O)(=O)=O)=CC=1>C(O)C>[CH2:1]([N:4]1[C:13](=[O:14])[C:12]2[C:7](=[CH:8][CH:9]=[CH:10][CH:11]=2)[N:6]2[C:17]([CH2:18][CH2:19][Cl:20])=[N:16][N:15]=[C:5]12)[CH:2]=[CH2:3] |f:1.2|. Procedure: A mixture of 5.30 g of 3-allyl-2-[2-(3-chloropropionyl)hydrazino]quinazolin-4(3H)-one (0.0173 mol) and 10 mg of p-toluenesulfonic acid hydrate in 300 ml of ethanol was refluxed for 17 hours until TLC indicated that no starting material remained. The mixture was evaporated to dryness and the remaining yellow oil was dissolved in dichloromethane. The solution was washed twice with water, dried over MgSO4, filtered and evaporated. The resulting solid was purified by column chromatography using Kies...